From a dataset of the Open Reaction Database (ORD), a public repository of structured organic reaction records. describe an organic reaction: reactants, conditions, products, and yield The reactants are COC1=CC(=C(C=C1)S(=O)(=O)NC1=CC=C(C=C1)Cl)[N+](=O)[O-] (4-methoxy-2-nitro-N-(4-chlorophenyl)benzenesulfonamide), [Cl-].[NH4+] (ammonium chloride). Reagents/catalysts: [Fe] (iron). Run in CO (methanol), O (water). Yields the product NC1=C(C=CC(=C1)OC)S(=O)(=O)NC1=CC=C(C=C1)Cl (2-amino-4-methoxy-N-(4-chlorophenyl) benzenesulfonamide). Isolated yield 75.9%. As a reaction SMILES: [CH3:1][O:2][C:3]1[CH:8]=[CH:7][C:6]([S:9]([NH:12][C:13]2[CH:18]=[CH:17][C:16]([Cl:19])=[CH:15][CH:14]=2)(=[O:11])=[O:10])=[C:5]([N+:20]([O-])=O)[CH:4]=1.[Cl-].[NH4+]>CO.O.[Fe]>[NH2:20][C:5]1[CH:4]=[C:3]([O:2][CH3:1])[CH:8]=[CH:7][C:6]=1[S:9]([NH:12][C:13]1[CH:18]=[CH:17][C:16]([Cl:19])=[CH:15][CH:14]=1)(=[O:11])=[O:10] |f:1.2|. Reported procedure: To a mixture of 4-methoxy-2-nitro-N-(4-chlorophenyl)benzenesulfonamide (37.2 g) and ammonium chloride (75.4 g) in a mixture of methanol (400 ml) and water (400 ml) was added iron (76.4 g) in small portions over a period of one and half hours at 100° C. The reaction mixture was refluxed for 8 hours and the hot mixture was filtrated. The filtrated cake was washed with hot methanol. The combined filtrates were evaporated under reduced pressure and the residue was extracted three times with ethyl ac... The reactants are CC(C)(C)OC(=O)N1CCNCC1, CCN=C=NCCCN(C)C, CN1CCOCC1, CN(C)C=O, CCOC(C)=O, CC(C)O, Cl, O=C(O)c1n[nH]c(-c2ccc(F)cc2)c1-c1ccncc1, [Na+], O=C([O-])O, O, On1nnc2ccccc21, Cc1ccccc1. The product is CC(C)(C)OC(=O)N1CCN(C(=O)c2n[nH]c(-c3ccc(F)cc3)c2-c2ccncc2)CC1. Reaction SMILES: [C:45]([CH3:46])([CH3:47])([CH3:48])[O:49][C:50](=[O:51])[N:52]1[CH2:53][CH2:54][NH:55][CH2:56][CH2:57]1.[CH3:34][N:35]([CH3:36])[CH2:37][CH2:38][CH2:39][N:40]=[C:41]=[N:42][CH2:43][CH3:44].[CH3:58][N:59]1[CH2:60][CH2:61][O:62][CH2:63][CH2:64]1.[CH3:65][N:66]([CH3:67])[CH:68]=[O:69].[CH3:70][CH2:71][O:72][C:73](=[O:74])[CH3:75].[CH:88]([OH:89])([CH3:90])[CH3:91].[ClH:33].[F:1][c:2]1[cH:3][cH:4][c:5](-[c:8]2[c:9](-[c:16]3[cH:17][cH:18][n:19][cH:20][cH:21]3)[c:10]([C:13](=[O:14])[OH:15])[n:11][nH:12]2)[cH:6][cH:7]1.[Na+:80].[O-:76][C:77]([OH:78])=[O:79].[OH2:22].[OH:23][n:24]1[c:25]2[cH:26][cH:27][cH:28][cH:29][c:30]2[n:31][n:32]1.[c:81]1([CH3:82])[cH:83][cH:84][cH:85][cH:86][cH:87]1>>[F:1][c:2]1[cH:3][cH:4][c:5](-[c:8]2[c:9](-[c:16]3[cH:17][cH:18][n:19][cH:20][cH:21]3)[c:10]([C:13](=[O:14])[N:55]3[CH2:54][CH2:53][N:52]([C:50]([O:49][C:45]([CH3:46])([CH3:47])[CH3:48])=[O:51])[CH2:57][CH2:56]3)[n:11][nH:12]2)[cH:6][cH:7]1. Starting materials: C[S+](C)(C)=O, O=C(c1ccc(F)cc1F)C(F)(F)SC1CC1, [H-], [I-], [Na+], C1CCOC1, O. The product is Fc1ccc(C2(C(F)(F)SC3CC3)CO2)c(F)c1. Reaction SMILES: [CH3:4][S+:5]([CH3:6])([CH3:7])=[O:8].[CH:9]1([S:12][C:13]([C:14](=[O:15])[c:16]2[c:17]([F:23])[cH:18][c:19]([F:22])[cH:20][cH:21]2)([F:24])[F:25])[CH2:10][CH2:11]1.[H-:1].[I-:3].[Na+:2].[O:27]1[CH2:28][CH2:29][CH2:30][CH2:31]1.[OH2:26]>>[CH2:4]1[C:14]([C:13]([S:12][CH:9]2[CH2:10][CH2:11]2)([F:24])[F:25])([c:16]2[c:17]([F:23])[cH:18][c:19]([F:22])[cH:20][cH:21]2)[O:15]1. Starting materials: C[Si](C=1C=C(C=CC1)C(C)=O)(C)C (1-[3-(trimethylsilyl)phenyl]ethanone), O (water), C(C)(=O)[O-].[Na+] (sodium acetate), Cl.NO (hydroxylamine hydrochloride). The solvent is CO (methanol). The product is C[Si](C=1C=C(C=CC1)C(C)=NO)(C)C (1-[3-(trimethylsilyl)phenyl]ethanone oxime). RXN SMILES: [CH3:1][Si:2]([CH3:13])([CH3:12])[C:3]1[CH:4]=[C:5]([C:9](=O)[CH3:10])[CH:6]=[CH:7][CH:8]=1.[OH2:14].C([O-])(=O)C.[Na+].Cl.[NH2:21]O>CO>[CH3:1][Si:2]([CH3:13])([CH3:12])[C:3]1[CH:4]=[C:5]([C:9](=[N:21][OH:14])[CH3:10])[CH:6]=[CH:7][CH:8]=1 |f:2.3,4.5|. Procedure: To a solution of the title compound of Step C (8.9 g) in methanol (120 mL)/water (50 mL) was added sodium acetate (7.5 g) followed by the addition of hydroxylamine hydrochloride (3.8 g). The mixture was heated at reflux overnight, cooled to room temperature, and concentrated to an oil. The oil was mixed with water and extracted three times with methylene chloride. The combined organic phases were dried (MgSO4), concentrated, and chromatographed on silica gel with 8% ethyl acetate/hexane to affor... Starting materials: N1C(=NC2=C1C=CC=C2)C(C=2C=C(C#N)C=CC2)OC2CCN(CC2)C (3-[(1H-benzimidazol-2-yl)(1-methylpiperidin-4-yloxy)methyl]benzonitrile), O (Water). Conditions: temperature 60 celsius, time 2 day. The reagents and catalysts are [Pt](=O)=O (platinum (IV) oxide), [Pt](=O)=O (platinum(IV) oxide). The solvent is C(=O)O (formic acid), C(=O)O (formic acid). Yields the product N1C(=NC2=C1C=CC=C2)C(C=2C=C(C=O)C=CC2)OC2CCN(CC2)C (3-[(1H-benzimidazol-2-yl)(1-methylpiperidin-4-yloxy)methyl]benzaldehyde). Reported procedure: To a solution of 3-[(1H-benzimidazol-2-yl)(1-methylpiperidin-4-yloxy)methyl]-benzonitrile (example 172, 740 mg) in 80% aqueous formic acid (3 mL) is added platinum(IV) oxide (48 mg). The reaction mixture is heated at 60° C. for 7 h, then at room temperature for 2 days. As the reaction is not complete, 80% aqueous formic acid (3 mL) and platinum (IV) oxide (48 mg) are added and the reaction mixture is heated at 60° C. overnight. Water is added and the reaction mixture is filtered on celite. The p... RXN SMILES: [NH:1]1[C:5]2[CH:6]=[CH:7][CH:8]=[CH:9][C:4]=2[N:3]=[C:2]1[CH:10]([O:19][CH:20]1[CH2:25][CH2:24][N:23]([CH3:26])[CH2:22][CH2:21]1)[C:11]1[CH:12]=[C:13]([CH:16]=[CH:17][CH:18]=1)[C:14]#N.[OH2:27]>C(O)=O.[Pt](=O)=O>[NH:1]1[C:5]2[CH:6]=[CH:7][CH:8]=[CH:9][C:4]=2[N:3]=[C:2]1[CH:10]([O:19][CH:20]1[CH2:25][CH2:24][N:23]([CH3:26])[CH2:22][CH2:21]1)[C:11]1[CH:12]=[C:13]([CH:16]=[CH:17][CH:18]=1)[CH:14]=[O:27]. Starting materials: C(C)(=O)[O-].[Na+] (sodium acetate), NCCC1(CCN(C(O1)=O)C=1C=C(C=CC1)C1=C(C=C(C=C1)F)F)C1=CC=CC=C1 (6-(2-aminoethyl)-3-(2′,4′-difluorobiphenyl-3-yl)-6-phenyl-1,3-oxazinan-2-one). Solvent: C(C)(=O)OC(C)=O (acetic anhydride). Run at time 2 hour. The product is FC1=C(C=CC(=C1)F)C1=CC(=CC=C1)N1C(OC(CC1)(C1=CC=CC=C1)CCNC(C)=O)=O (N-(2-(3-(2′,4′-difluorobiphenyl-3-yl)-2-oxo-6-phenyl-1,3-oxazinan-6-yl)ethyl)acetamide). Yield: 32.1%. RXN SMILES: [C:1]([O-])(=[O:3])[CH3:2].[Na+].[NH2:6][CH2:7][CH2:8][C:9]1([C:30]2[CH:35]=[CH:34][CH:33]=[CH:32][CH:31]=2)[O:14][C:13](=[O:15])[N:12]([C:16]2[CH:17]=[C:18]([C:22]3[CH:27]=[CH:26][C:25]([F:28])=[CH:24][C:23]=3[F:29])[CH:19]=[CH:20][CH:21]=2)[CH2:11][CH2:10]1>C(OC(=O)C)(=O)C>[F:29][C:23]1[CH:24]=[C:25]([F:28])[CH:26]=[CH:27][C:22]=1[C:18]1[CH:19]=[CH:20][CH:21]=[C:16]([N:12]2[CH2:11][CH2:10][C:9]([CH2:8][CH2:7][NH:6][C:1](=[O:3])[CH3:2])([C:30]3[CH:31]=[CH:32][CH:33]=[CH:34][CH:35]=3)[O:14][C:13]2=[O:15])[CH:17]=1 |f:0.1|. Reported procedure: In a 5 dram vial, sodium acetate (3 mg, 0.04 mmol) was added to 6-(2-aminoethyl)-3-(2′,4′-difluorobiphenyl-3-yl)-6-phenyl-1,3-oxazinan-2-one (5.13 mg, 0.013 mmol) in acetic anhydride (0.5 mL). The reaction was stirred for 2 h. The solvent was evaporated and the crude residue purified via prep HPLC to afford 1.88 mg of N-(2-(3-(2′,4′-difluorobiphenyl-3-yl)-2-oxo-6-phenyl-1,3-oxazinan-6-yl)ethyl)acetamide. LC-MS Method 1 m/z=451 (M+H)+. As a reaction SMILES: [CH3:1][O:2][C:3]([CH:5]1[CH2:9][CH:8]([NH2:10])[CH2:7][N:6]1[C:11]([O:13][C:14]([CH3:17])([CH3:16])[CH3:15])=[O:12])=[O:4].[F:18][C:19]1[CH:26]=[C:25]([F:27])[CH:24]=[CH:23][C:20]=1[CH:21]=O.[BH-](OC(C)=O)(OC(C)=O)OC(C)=O.[Na+]>C(Cl)Cl.CC(O)=O>[CH3:1][O:2][C:3]([C@@H:5]1[CH2:9][C@@H:8]([NH:10][CH2:21][C:20]2[CH:23]=[CH:24][C:25]([F:27])=[CH:26][C:19]=2[F:18])[CH2:7][N:6]1[C:11]([O:13][C:14]([CH3:17])([CH3:16])[CH3:15])=[O:12])=[O:4] |f:2.3|. The reagents and catalysts are CC(=O)O (HOAc). Procedure details: To a solution of 4-amino-pyrrolidine-1,2-dicarboxylic acid 1-tert-butyl ester 2-methyl ester (2 mmol, 1 equvi) was dissolved in dry DCM (20 ml) cooled to 0 centigrade was added 2,4-difluorobenzaldehyde (1.05 equiv), then NaBH(OAc)3 (2 equiv) and 5 drops of HOAc. The mixture was warmed to room temperature and stirred overnight. The mixture was diluted with DCM, washed with brine, and dried over anhydrous sodium sulfate. After removal of solvent, the crude product was used for the next step withou... Solvent: C(Cl)Cl (DCM), C(Cl)Cl (DCM). The reactants are [BH-](OC(=O)C)(OC(=O)C)OC(=O)C.[Na+] (NaBH(OAc)3), FC1=C(C=O)C=CC(=C1)F (2,4-difluorobenzaldehyde), COC(=O)C1N(CC(C1)N)C(=O)OC(C)(C)C (4-amino-pyrrolidine-1,2-dicarboxylic acid 1-tert-butyl ester 2-methyl ester). Run at time 8 hour. The product is COC(=O)[C@H]1N(C[C@@H](C1)NCC1=C(C=C(C=C1)F)F)C(=O)OC(C)(C)C ((2S,4R)-4-(2,4-Difluoro-benzylamino)-pyrrolidine-1,2-dicarboxylic acid 1-tert-butyl ester 2-methyl ester). The reactants are C(=O)C=1C(=C(OCCCCNC(OC(C)(C)C)=O)C=CC1)B1OC(C(O1)(C)C)(C)C (tert-butyl 4-(3-formyl-2-(4,4,5,5-tetramethyl-1,3,2-dioxaborolan-2-yl)-phenoxy)-butylcarbamate), C[N+](=O)[O-] (MeNO2), Cl (HCl), [OH-].[Na+] (NaOH). Reagents/catalysts: CCCCCCCCCCCCCCCC[N+](C)(C)C.[Br-] (CTAB). Solvent: C1CCOC1 (THF), O (H2O). Run at time 45 minute. The product is C(C)(C)(C)OC(NCCCCOC1=CC=CC2=C1B(OC2C[N+](=O)[O-])O)=O (tert-Butyl-4-(1-hydroxy-3-(nitromethyl)-1,3-dihydrobenzo[c][1,2]oxa-borol-7-yloxy)butylcarbamate). The yield is 53.9%. RXN SMILES: C([C:3]1[C:4]([B:22]2[O:26][C:25]([CH3:28])(C)C(C)(C)[O:23]2)=[C:5]([CH:19]=[CH:20][CH:21]=1)[O:6][CH2:7][CH2:8][CH2:9][CH2:10][NH:11][C:12](=[O:18])[O:13][C:14]([CH3:17])([CH3:16])[CH3:15])=O.C[N+:32]([O-:34])=[O:33].[OH-].[Na+].Cl>CCCCCCCCCCCCCCCC[N+](C)(C)C.[Br-].C1COCC1.O>[C:14]([O:13][C:12](=[O:18])[NH:11][CH2:10][CH2:9][CH2:8][CH2:7][O:6][C:5]1[C:4]2[B:22]([OH:23])[O:26][CH:25]([CH2:28][N+:32]([O-:34])=[O:33])[C:3]=2[CH:21]=[CH:20][CH:19]=1)([CH3:15])([CH3:16])[CH3:17] |f:2.3,5.6|. Reported procedure: To a solution of tert-butyl 4-(3-formyl-2-(4,4,5,5-tetramethyl-1,3,2-dioxaborolan-2-yl)-phenoxy)-butylcarbamate (3.5 g, 8.3 mmol) and CTAB (cat.) in THF (50 mL) was added MeNO2(2.8 mL, 49 mmol), followed by an aqueous solution of NaOH (0.36 g, 9.1 mmol) in H2O (5 mL). The mixture was stirred at room temperature for 45 min. The cyclization was afforded by adding 2N HCl solution until pH=2 at 0° C. The reaction mixture was extracted with EtOAc (3×50 mL) and the organic layers were dried over anhyd...